Dataset: the Open Reaction Database (ORD), a public repository of structured organic reaction records. Task: describe an organic reaction: reactants, conditions, products, and yield Starting materials: O=C(O)c1ccc(C(=O)O)c(Br)c1, O=Cc1ccc(C=O)c(Br)c1, COC(=O)c1ccc(C(=O)OC)c(Br)c1. The product is O=C(O)c1ccc(CO)c(Br)c1. As a reaction SMILES: [Br:1][c:2]1[c:3]([C:4](=[O:5])[OH:6])[cH:7][cH:8][c:9]([C:11](=[O:12])[OH:13])[cH:10]1.[Br:29][c:30]1[cH:31][c:32]([CH:33]=[O:34])[cH:35][cH:36][c:37]1[CH:38]=[O:39].[CH3:14][O:15][C:16](=[O:17])[c:18]1[cH:19][cH:20][c:21]([C:22]([O:23][CH3:24])=[O:25])[cH:26][c:27]1[Br:28]>>[Br:1][c:2]1[c:3]([CH2:4][OH:5])[cH:7][cH:8][c:9]([C:11](=[O:12])[OH:13])[cH:10]1. RXN SMILES: [Br:10][CH:11]=[CH:12][CH2:13][Br:14].[OH:1][c:2]1[cH:3][cH:4][c:5]([CH:6]=[O:7])[cH:8][cH:9]1>>[O:1]([c:2]1[cH:3][cH:4][c:5]([CH:6]=[O:7])[cH:8][cH:9]1)[CH2:13][CH:12]=[CH:11][Br:10]. The product is O=Cc1ccc(OCC=CBr)cc1. Reactants: BrC=CCBr, O=Cc1ccc(O)cc1. Starting materials: CCN=C=O, C1COCCO1, COC(=O)c1cc(-c2cccnc2)cc2nc(N)sc12. Product: CCNC(=O)Nc1nc2cc(-c3cccnc3)cc(C(=O)OC)c2s1. Reaction SMILES: [CH2:21]([CH3:22])[N:23]=[C:24]=[O:25].[CH2:26]1[O:27][CH2:28][CH2:29][O:30][CH2:31]1.[CH3:1][O:2][C:3](=[O:4])[c:5]1[cH:6][c:7](-[c:15]2[cH:16][n:17][cH:18][cH:19][cH:20]2)[cH:8][c:9]2[n:10][c:11]([NH2:14])[s:12][c:13]12>>[CH3:1][O:2][C:3](=[O:4])[c:5]1[cH:6][c:7](-[c:15]2[cH:16][n:17][cH:18][cH:19][cH:20]2)[cH:8][c:9]2[n:10][c:11]([NH:14][C:24]([NH:23][CH2:21][CH3:22])=[O:25])[s:12][c:13]12. Starting materials: CC1(N)CCC(=O)N(C(=O)OCc2ccccc2)C1=O, CCO, Cl, [H][H], O. The product is CC1(N)CCC(=O)NC1=O. RXN SMILES: [CH2:1]([O:2][C:3](=[O:4])[N:11]1[C:12](=[O:20])[C:13]([CH3:18])([NH2:19])[CH2:14][CH2:15][C:16]1=[O:17])[c:5]1[cH:6][cH:7][cH:8][cH:9][cH:10]1.[CH3:25][CH2:26][OH:27].[ClH:21].[H:22][H:23].[OH2:24]>>[NH:11]1[C:12](=[O:20])[C:13]([CH3:18])([NH2:19])[CH2:14][CH2:15][C:16]1=[O:17]. Starting materials: CC1(C)CCC(c2cc(Br)ccc2N2CCN(C(=O)OC(C)(C)C)CC2)CC1, CCOC(C)=O, ClCCl, [Na+], [Na+], O=C([O-])[O-], O=C(O)C(F)(F)F. Yields the product CC1(C)CCC(c2cc(Br)ccc2N2CCNCC2)CC1. As a reaction SMILES: [C:1]([O:2][C:3](=[O:4])[N:8]1[CH2:9][CH2:10][N:11]([c:14]2[c:15]([CH:21]3[CH2:22][CH2:23][C:24]([CH3:27])([CH3:28])[CH2:25][CH2:26]3)[cH:16][c:17]([Br:20])[cH:18][cH:19]2)[CH2:12][CH2:13]1)([CH3:5])([CH3:6])[CH3:7].[CH3:45][CH2:46][O:47][C:48](=[O:49])[CH3:50].[Cl:36][CH2:37][Cl:38].[Na+:39].[Na+:40].[O-:41][C:42](=[O:43])[O-:44].[OH:29][C:30]([C:31]([F:32])([F:33])[F:34])=[O:35]>>[NH:8]1[CH2:9][CH2:10][N:11]([c:14]2[c:15]([CH:21]3[CH2:22][CH2:23][C:24]([CH3:27])([CH3:28])[CH2:25][CH2:26]3)[cH:16][c:17]([Br:20])[cH:18][cH:19]2)[CH2:12][CH2:13]1. Reactants: OCC1=CC=C(C=C1)C=1C=C2C(=NNC2=C(C1)C(=O)N)C1CCNCC1 (5-[4-(hydroxymethyl)phenyl]-3-(4-piperidinyl)-1H-indazole-7-carboxamide), C(C)(C)N(CC)C(C)C (diisopropylethylamine), CN1C(=NC(=C1)S(=O)(=O)Cl)C (1,2-dimethyl-1H-imidazole-4-sulfonyl chloride). Reagents/catalysts: CN(C)C=1C=CN=CC1 (DMAP). The product is CN1C(=NC(=C1)S(=O)(=O)N1CCC(CC1)C1=NNC2=C(C=C(C=C12)C1=CC=C(C=C1)CO)C(=O)N)C (3-{1-[(1,2-dimethyl-1H-imidazol-4-yl)sulfonyl]-4-piperidinyl}-5-[4-(hydroxymethyl)phenyl]-1H-indazole-7-carboxamide). Yield: 30.9%. Reaction SMILES: [OH:1][CH2:2][C:3]1[CH:8]=[CH:7][C:6]([C:9]2[CH:10]=[C:11]3[C:15](=[C:16]([C:18]([NH2:20])=[O:19])[CH:17]=2)[NH:14][N:13]=[C:12]3[CH:21]2[CH2:26][CH2:25][NH:24][CH2:23][CH2:22]2)=[CH:5][CH:4]=1.C(N(C(C)C)CC)(C)C.[CH3:36][N:37]1[CH:41]=[C:40]([S:42](Cl)(=[O:44])=[O:43])[N:39]=[C:38]1[CH3:46]>CN(C1C=CN=CC=1)C>[CH3:36][N:37]1[CH:41]=[C:40]([S:42]([N:24]2[CH2:25][CH2:26][CH:21]([C:12]3[C:11]4[C:15](=[C:16]([C:18]([NH2:20])=[O:19])[CH:17]=[C:9]([C:6]5[CH:5]=[CH:4][C:3]([CH2:2][OH:1])=[CH:8][CH:7]=5)[CH:10]=4)[NH:14][N:13]=3)[CH2:22][CH2:23]2)(=[O:44])=[O:43])[N:39]=[C:38]1[CH3:46]. Reported procedure: Following the general procedure of Example 11, 5-[4-(hydroxymethyl)phenyl]-3-(4-piperidinyl)-1H-indazole-7-carboxamide (Example 73) (0.07 mmol), diisopropylethylamine (100 uL, 0.56 mmol), DMAP (25 mg, 0.014 mmol) and 1,2-dimethyl-1H-imidazole-4-sulfonyl chloride (33 mg, 0.17 mmol) were reacted to give the title compound (11 mg, 31% for 3 steps). Reactants: [OH-].[Na+] (sodium hydroxide), C(C)OC(=O)[C@H](CSCCCCCCC)N[C@@H](C)C(=O)N1[C@H](C(=O)O)CCC1 (N-[(R)-1-ethoxycarbonyl-2-heptylthioethyl]-alanyl-(S)-proline). Run in C(C)O (ethanol). Run at time 3 hour. Product: C(=O)(O)[C@H](CSCCCCCCC)N[C@@H](C)C(=O)N1[C@H](C(=O)O)CCC1 (N-[(R)-1-carboxy-2-heptylthioethyl]-alanyl-(S)-proline). As a reaction SMILES: [OH-].[Na+].C([O:5][C:6]([C@@H:8]([NH:18][C@H:19]([C:21]([N:23]1[CH2:30][CH2:29][CH2:28][C@H:24]1[C:25]([OH:27])=[O:26])=[O:22])[CH3:20])[CH2:9][S:10][CH2:11][CH2:12][CH2:13][CH2:14][CH2:15][CH2:16][CH3:17])=[O:7])C>C(O)C>[C:6]([C@@H:8]([NH:18][C@H:19]([C:21]([N:23]1[CH2:30][CH2:29][CH2:28][C@H:24]1[C:25]([OH:27])=[O:26])=[O:22])[CH3:20])[CH2:9][S:10][CH2:11][CH2:12][CH2:13][CH2:14][CH2:15][CH2:16][CH3:17])([OH:7])=[O:5] |f:0.1|. Procedure details: A 2.0 ml quantity of a 1N aqueus solution of sodium hydroxide was added with ice cooling and stirring to a solution of 373 mg of the N-[(R)-1-ethoxycarbonyl-2-heptylthioethyl]-alanyl-(S)-proline (β-isomer) prepared in Example 17 in 4 ml of ethanol. The mixture was stirred at room temperature for 3 hours and applied to a column (Dowex 50W-X8(H+)). The reaction product was sufficiently washed with water and was eluted with a 4% aqueous solution of pyridine. Fractions of the title compound were col...